This data is from the Open Reaction Database (ORD), a public repository of structured organic reaction records. The task is: describe an organic reaction: reactants, conditions, products, and yield Starting materials: Nc1ccc(Br)cn1, O, OO, O=S(=O)(O)O. Product: O=[N+]([O-])c1ccc(Br)cn1. Reaction SMILES: [NH2:1][c:2]1[n:3][cH:4][c:5]([Br:8])[cH:6][cH:7]1.[OH2:11].[OH:9][OH:10].[S:12]([OH:13])(=[O:14])(=[O:15])[OH:16]>>[N+:1]([c:2]1[n:3][cH:4][c:5]([Br:8])[cH:6][cH:7]1)(=[O:11])[O-:13]. Starting materials: BrCC(=O)OCC (ethyl bromoacetate), C([O-])([O-])=O.[K+].[K+] (potassium carbonate), C(=O)(OC)COC1=CC=C(C=C1)CC(C)NCC(C=1N=C(SC1)C(F)(F)F)O (N-[2-(4-Carbomethoxymethoxyphenyl)-1-methylethyl]-2-hydroxy-2-(2-trifluoromethylthiazol-4-yl) ethanamine). The solvent is CC(CC)=O (butan-2-one). Conditions: time 16 hour. Yields the product C(=O)(OC)COC1=CC=C(C=C1)CC(C)N(CC(C=1N=C(SC1)C(F)(F)F)O)CC(=O)OCC (N-[2-(4-Carbomethoxymethoxyphenyl)-1-methylethyl]-N-(carboethoxymethyl)-2-hydroxy-2-(2-trifluoromethylthiazol-4-yl)ethanamine). As a reaction SMILES: [C:1]([CH2:5][O:6][C:7]1[CH:12]=[CH:11][C:10]([CH2:13][CH:14]([NH:16][CH2:17][CH:18]([OH:28])[C:19]2[N:20]=[C:21]([C:24]([F:27])([F:26])[F:25])[S:22][CH:23]=2)[CH3:15])=[CH:9][CH:8]=1)([O:3][CH3:4])=[O:2].Br[CH2:30][C:31]([O:33][CH2:34][CH3:35])=[O:32].C(=O)([O-])[O-].[K+].[K+]>CC(=O)CC>[C:1]([CH2:5][O:6][C:7]1[CH:12]=[CH:11][C:10]([CH2:13][CH:14]([N:16]([CH2:30][C:31]([O:33][CH2:34][CH3:35])=[O:32])[CH2:17][CH:18]([OH:28])[C:19]2[N:20]=[C:21]([C:24]([F:26])([F:27])[F:25])[S:22][CH:23]=2)[CH3:15])=[CH:9][CH:8]=1)([O:3][CH3:4])=[O:2] |f:2.3.4|. Procedure details: 0.21 g (0.005 mol) of N-[2-(4-Carbomethoxymethoxyphenyl)-1-methylethyl]-2-hydroxy-2-(2-trifluoromethylthiazol-4-yl) ethanamine is dissolved in 10 ml of butan-2-one, and 0.5 ml of ethyl bromoacetate and 0.5 g of potassium carbonate are added, and the mixture is stirred at room temperature for 16 hours. The inorganic products are removed by filtration, and the solvent is removed by distillation. The remaining oil is purified on a silica gel column using toluene/ethyl acetate=85:15 as eluant. A col... Starting materials: CC(=O)[O-], CCO, O=C(CCl)c1cc(Cl)ccc1O, [Na+]. Yields the product O=C1COc2ccc(Cl)cc21. As a reaction SMILES: [CH3:14][C:15](=[O:16])[O-:17].[CH3:18][CH2:19][OH:20].[Cl:1][CH2:2][C:3](=[O:4])[c:5]1[c:6]([OH:12])[cH:7][cH:8][c:9]([Cl:11])[cH:10]1.[Na+:13]>>[CH2:2]1[C:3](=[O:4])[c:5]2[c:6]([cH:7][cH:8][c:9]([Cl:11])[cH:10]2)[O:12]1. Starting materials: CC1=CC=C(S1)C(=O)NCCNC(OC(C)(C)C)=O (t-butyl [2-(5-methylthiophene-2-carboxamido)ethyl]carbamate), FC(C(=O)O)(F)F (trifluoroacetic acid), Cl (hydrochloride). Product: Cl.NCCNC(=O)C=1SC(=CC1)C (N-(2-aminoethyl)-5-methylthiophene-2-carboxamide hydrochloride). RXN SMILES: [CH3:1][C:2]1[S:6][C:5]([C:7]([NH:9][CH2:10][CH2:11][NH:12]C(=O)OC(C)(C)C)=[O:8])=[CH:4][CH:3]=1.FC(F)(F)C(O)=O.[ClH:27]>>[ClH:27].[NH2:12][CH2:11][CH2:10][NH:9][C:7]([C:5]1[S:6][C:2]([CH3:1])=[CH:3][CH:4]=1)=[O:8] |f:3.4|. Procedure details: 14.9 g of t-butyl [2-(5-methylthiophene-2-carboxamido)ethyl]carbamate were reacted with trifluoroacetic acid in an analogous manner to that described in Example 2, paragraph 2. The residue was converted into the hydrochloride which was recrystallized from ethanol/ether, whereby there was obtained N-(2-aminoethyl)-5-methylthiophene-2-carboxamide hydrochloride as light beige crystals, m.p. 161°-162°. The reactants are S1C(=NC2=C1C=CC=C2)C(=O)C2=CC(=CC=C2)OCCC (benzothiazol-2-yl(3-propoxyphenyl)methanone), NC1CCN(CC1)C (4-amino-1-methylpiperidine). The product is S1C(=NC2=C1C=CC=C2)C(C2=CC(=CC=C2)OCCC)=NC2CCN(CC2)C ([benzothiazol-2-yl(3-propoxyphenyl)methylene](1-methylpiperidin-4-yl)amine). RXN SMILES: [S:1]1[C:5]2[CH:6]=[CH:7][CH:8]=[CH:9][C:4]=2[N:3]=[C:2]1[C:10]([C:12]1[CH:17]=[CH:16][CH:15]=[C:14]([O:18][CH2:19][CH2:20][CH3:21])[CH:13]=1)=O.[NH2:22][CH:23]1[CH2:28][CH2:27][N:26]([CH3:29])[CH2:25][CH2:24]1>>[S:1]1[C:5]2[CH:6]=[CH:7][CH:8]=[CH:9][C:4]=2[N:3]=[C:2]1[C:10](=[N:22][CH:23]1[CH2:28][CH2:27][N:26]([CH3:29])[CH2:25][CH2:24]1)[C:12]1[CH:17]=[CH:16][CH:15]=[C:14]([O:18][CH2:19][CH2:20][CH3:21])[CH:13]=1. Reported procedure: Condensation of benzothiazol-2-yl(3-propoxyphenyl)methanone with 4-amino-1-methylpiperidine as described in example 37B gives [benzothiazol-2-yl(3-propoxyphenyl)methylene](1-methylpiperidin-4-yl)amine. Starting materials: ClCCl, CN(C)CCN(C)C, CCOC(C)=O, O=C1CCCC2CCCC(c3cccc(F)c3)N12, C[Si](C)(C)I, I, [Na+], [Na+], O=S([O-])([O-])=S. The product is O=C1C(I)CCC2CCCC(c3cccc(F)c3)N12. As a reaction SMILES: [CH2:40]([Cl:41])[Cl:42].[CH3:24][N:25]([CH3:26])[CH2:27][CH2:28][N:29]([CH3:30])[CH3:31].[CH3:43][CH2:44][O:45][C:46](=[O:47])[CH3:48].[F:6][c:7]1[cH:8][c:9]([CH:13]2[N:14]3[C:15](=[O:23])[CH2:16][CH2:17][CH2:18][CH:19]3[CH2:20][CH2:21][CH2:22]2)[cH:10][cH:11][cH:12]1.[I:1][Si:2]([CH3:3])([CH3:4])[CH3:5].[I:32].[Na+:38].[Na+:39].[S:33]([O-:34])([O-:35])(=[O:36])=[S:37]>>[I:1][CH:16]1[C:15](=[O:23])[N:14]2[CH:13]([c:9]3[cH:8][c:7]([F:6])[cH:12][cH:11][cH:10]3)[CH2:22][CH2:21][CH2:20][CH:19]2[CH2:18][CH2:17]1.